From a dataset of the Open Reaction Database (ORD), a public repository of structured organic reaction records. describe an organic reaction: reactants, conditions, products, and yield Starting materials: S1C(=CC=C1)C1=NNC=C1C(=O)OCC (ethyl 3-(2-thienyl)-1H-pyrazole-4-caboxylate), ClCC1=CC=C(OCC=2N=C(OC2)C2=CC=CC=C2)C=C1 (4-(4-chloromethylphenoxy)methyl-2-phenyloxazole), C([O-])([O-])=O.[K+].[K+] (potassium carbonate), CN(C=O)C (N,N-dimethylformamide). Solvent: O (water). Run at temperature 80 celsius, time 8 hour. Yields the product C1(=CC=CC=C1)C=1OC=C(N1)COC1=CC=C(CN2N=C(C(=C2)C(=O)OCC)C=2SC=CC2)C=C1 (ethyl 1-[4-(2-phenyl-4-oxazolylmethoxy)benzyl]-3-(2-thienyl)-1H-pyrazole-4-carboxylate). Yield: 92.3%. Reaction SMILES: [S:1]1[CH:5]=[CH:4][CH:3]=[C:2]1[C:6]1[C:10]([C:11]([O:13][CH2:14][CH3:15])=[O:12])=[CH:9][NH:8][N:7]=1.Cl[CH2:17][C:18]1[CH:36]=[CH:35][C:21]([O:22][CH2:23][C:24]2[N:25]=[C:26]([C:29]3[CH:34]=[CH:33][CH:32]=[CH:31][CH:30]=3)[O:27][CH:28]=2)=[CH:20][CH:19]=1.C(=O)([O-])[O-].[K+].[K+].CN(C)C=O>O>[C:29]1([C:26]2[O:27][CH:28]=[C:24]([CH2:23][O:22][C:21]3[CH:20]=[CH:19][C:18]([CH2:17][N:8]4[CH:9]=[C:10]([C:11]([O:13][CH2:14][CH3:15])=[O:12])[C:6]([C:2]5[S:1][CH:5]=[CH:4][CH:3]=5)=[N:7]4)=[CH:36][CH:35]=3)[N:25]=2)[CH:30]=[CH:31][CH:32]=[CH:33][CH:34]=1 |f:2.3.4|. Reported procedure: A mixture of ethyl 3-(2-thienyl)-1H-pyrazole-4-caboxylate (1.43 g), 4-(4-chloromethylphenoxy)methyl-2-phenyloxazole (1.88 g), potassium carbonate (1.30 g), and N,N-dimethylformamide (30 ml) was stirred at 80° C. for 8 hours. The reaction mixture was poured into water, and extracted with ethyl acetate. The ethyl acetate layer was washed with saturated aqueous sodium chloride solution, dried (MgSO4), and concentrated. The residue was subjected to silica gel column chromatography to obtain ethyl 1-... Starting materials: CS(=O)(=O)C1=C(C=CC=C1)B(O)O (2-Methylsulfonylphenylboronic acid), COC=1C=CC=C(C1C=2C=CC=CC2P(C3CCCCC3)C4CCCCC4)OC (S-Phos), BrC1=CC2=C(C=3N(CCO2)C=C(N3)C3=NC=NN3C(C)C)C=C1 (9-bromo-2-(1-isopropyl-1H-1,2,4-triazol-5-yl)-5,6-dihydrobenzo[f]imidazo[1,2-d][1,4]oxazepine), P(=O)([O-])([O-])[O-].[K+].[K+].[K+] (Potassium phosphate). Reagents/catalysts: C(C)(=O)[O-].[Pd+2].C(C)(=O)[O-] (Palladium Acetate). Solvent: CN(C=O)C (N,N-Dimethylformamide), C(Cl)Cl (methylene chloride). Run at temperature 180 celsius. The product is C(C)(C)N1N=CN=C1C=1N=C2N(CCOC3=C2C=CC(=C3)C3=C(C=CC=C3)S(=O)(=O)C)C1 (2-(1-isopropyl-1H-1,2,4-triazol-5-yl)-9-(2-(methylsulfonyl)phenyl)-5,6-dihydrobenzo[f]imidazo[1,2-d][1,4]oxazepine). The yield is 13.9%. Reaction SMILES: Br[C:2]1[CH:23]=[CH:22][C:5]2[C:6]3[N:7]([CH:11]=[C:12]([C:14]4[N:18]([CH:19]([CH3:21])[CH3:20])[N:17]=[CH:16][N:15]=4)[N:13]=3)[CH2:8][CH2:9][O:10][C:4]=2[CH:3]=1.P([O-])([O-])([O-])=O.[K+].[K+].[K+].[CH3:32][S:33]([C:36]1[CH:41]=[CH:40][CH:39]=[CH:38][C:37]=1B(O)O)(=[O:35])=[O:34].COC1C=CC=C(OC)C=1C1C=CC=CC=1P(C1CCCCC1)C1CCCCC1>CN(C)C=O.C(Cl)Cl.C([O-])(=O)C.[Pd+2].C([O-])(=O)C>[CH:19]([N:18]1[C:14]([C:12]2[N:13]=[C:6]3[C:5]4[CH:22]=[CH:23][C:2]([C:37]5[CH:38]=[CH:39][CH:40]=[CH:41][C:36]=5[S:33]([CH3:32])(=[O:35])=[O:34])=[CH:3][C:4]=4[O:10][CH2:9][CH2:8][N:7]3[CH:11]=2)=[N:15][CH:16]=[N:17]1)([CH3:21])[CH3:20] |f:1.2.3.4,9.10.11|. Reported procedure: A solution of 8-Bromo-2-(2-isopropyl-2H-[1,2,4]triazol-3-yl)-4,5-dihydro-6-oxa-1,3a-diaza-benzo[e]azulene 194 (0.050 g, 0.13 mmol) and crushed Potassium phosphate (0.0851 g, 0.401 mmol) in N,N-Dimethylformamide (0.5 mL) was thoroughly degassed with N2. 2-Methylsulfonylphenylboronic acid (0.053 g, 0.27 mmol), Palladium Acetate (0.0015 g, 0.0067 mmol) and S-Phos (0.00686 g, 0.0167 mmol) were added and the mixture was heated in the microwave for 30 minutes at 180° C. The reaction was diluted with m... Starting materials: ClCCCCN1N=C2COC3=C(N2C1=O)C=CC=C3 (2-(4-chlorobutyl)-2,4-dihydro-1H-[1,2,4]triazolo[3,4-c][1,4]benzoxazin-1-one), [I-].[K+] (potassium iodide), C1(=CC=CC=C1)N1CCNCC1 (N-phenylpiperazine). Solvent: O (water). The product is C1(=CC=CC=C1)N1CCN(CC1)CCCCN1N=C2COC3=C(N2C1=O)C=CC=C3 (2,4-Dihydro-2-[4-(4-phenylpiperazin-1-yl)butyl]-1H-[1,2,4]triazolo[3,4-c][1,4]benzoxazin-1-one). RXN SMILES: Cl[CH2:2][CH2:3][CH2:4][CH2:5][N:6]1[C:14](=[O:15])[N:13]2[C:8]([CH2:9][O:10][C:11]3[CH:19]=[CH:18][CH:17]=[CH:16][C:12]=32)=[N:7]1.[I-].[K+].[C:22]1([N:28]2[CH2:33][CH2:32][NH:31][CH2:30][CH2:29]2)[CH:27]=[CH:26][CH:25]=[CH:24][CH:23]=1>O>[C:22]1([N:28]2[CH2:33][CH2:32][N:31]([CH2:2][CH2:3][CH2:4][CH2:5][N:6]3[C:14](=[O:15])[N:13]4[C:8]([CH2:9][O:10][C:11]5[CH:19]=[CH:18][CH:17]=[CH:16][C:12]=54)=[N:7]3)[CH2:30][CH2:29]2)[CH:27]=[CH:26][CH:25]=[CH:24][CH:23]=1 |f:1.2|. Reported procedure: A solution of 2-(4-chlorobutyl)-2,4-dihydro-1H-[1,2,4]triazolo[3,4-c][1,4]benzoxazin-1-one (see example 4, part 1), (1.40 g.; 0.005 mole), potassium iodide (0.83 g.; 0.005 mole) and N-phenylpiperazine (1.79 g.; 0.011 mole) was stirred at 100° C. for 5 hours. The reaction mixture was cooled, poured into water and extracted with methylene chloride. The methylene chloride extracts were combined, washed with dilute brine solution, dried over sodium sulfate and concentrated in vacuo. The resulting re... The reactants are ClCCl, CCN(C(C)C)C(C)C, O=C(Cl)CCl, Nc1cccc(C(NC(=O)COc2ccccc2)c2cc(Cl)c3cccnc3c2O)c1. Yields the product O=C(CCl)Nc1cccc(C(NC(=O)COc2ccccc2)c2cc(Cl)c3cccnc3c2O)c1. RXN SMILES: [CH2:46]([Cl:47])[Cl:48].[CH:32]([N:33]([CH2:34][CH3:35])[CH:36]([CH3:37])[CH3:38])([CH3:39])[CH3:40].[Cl:41][CH2:42][C:43](=[O:44])[Cl:45].[NH2:1][c:2]1[cH:3][c:4]([CH:8]([NH:9][C:10]([CH2:11][O:12][c:13]2[cH:14][cH:15][cH:16][cH:17][cH:18]2)=[O:19])[c:20]2[cH:21][c:22]([Cl:31])[c:23]3[cH:24][cH:25][cH:26][n:27][c:28]3[c:29]2[OH:30])[cH:5][cH:6][cH:7]1>>[NH:1]([c:2]1[cH:3][c:4]([CH:8]([NH:9][C:10]([CH2:11][O:12][c:13]2[cH:14][cH:15][cH:16][cH:17][cH:18]2)=[O:19])[c:20]2[cH:21][c:22]([Cl:31])[c:23]3[cH:24][cH:25][cH:26][n:27][c:28]3[c:29]2[OH:30])[cH:5][cH:6][cH:7]1)[C:43]([CH2:42][Cl:41])=[O:44].